From a dataset of the Open Reaction Database (ORD), a public repository of structured organic reaction records. describe an organic reaction: reactants, conditions, products, and yield Starting materials: C1CCOC1, CCCCc1ccc(C#N)cc1. The product is CCCCc1ccc(CN)cc1. As a reaction SMILES: [CH2:13]1[O:14][CH2:15][CH2:16][CH2:17]1.[CH2:1]([CH2:2][CH2:3][CH3:4])[c:5]1[cH:6][cH:7][c:8]([C:9]#[N:10])[cH:11][cH:12]1>>[CH2:1]([CH2:2][CH2:3][CH3:4])[c:5]1[cH:6][cH:7][c:8]([CH2:9][NH2:10])[cH:11][cH:12]1. The reactants are CC(C)(C)C1CCC(O)CC1, CC(C)(C)C1CCC(=O)CC1, CC(C)O, [K+], NCCCN, [OH-]. Product: CC(C)(C)C1CCC(O)CC1. As a reaction SMILES: [C:19]([CH:20]1[CH2:21][CH2:22][CH:23]([OH:24])[CH2:25][CH2:26]1)([CH3:27])([CH3:28])[CH3:29].[C:1]([CH3:2])([CH3:3])([CH3:4])[CH:5]1[CH2:6][CH2:7][C:8](=[O:11])[CH2:9][CH2:10]1.[CH:30]([OH:31])([CH3:32])[CH3:33].[K+:13].[NH2:14][CH2:15][CH2:16][CH2:17][NH2:18].[OH-:12]>>[C:1]([CH3:2])([CH3:3])([CH3:4])[CH:5]1[CH2:6][CH2:7][CH:8]([OH:11])[CH2:9][CH2:10]1. The reactants are C(C)(C)(C)OC(=O)N1C(=CC2=CC=CC=C12)C=1C(N(C=C(C1)C(=O)O)COCC[Si](C)(C)C)=O (2-[5-Carboxy-2-oxo-1-(2-trimethylsilanyl-ethoxymethyl)-1,2-dihydro-pyridin-3-yl]-indole-1-carboxylic acid tert-butyl ester), C(C)(C)(C)OC(=O)N1C(=CC2=CC=CC=C12)C=1C(N(C=C(C1)C(=O)O)COCC[Si](C)(C)C)=O (2-[5-carboxy-2-oxo-1-(2-trimethylsilanyl-ethoxymethyl)-1,2-dihydro-pyridin-3-yl]indole-1-carboxylic acid tert-butyl ester), intermediate ( 2H ), N1N=CC(=C1)N (1H-pyrazol-4-ylamine), O.ON1N=NC2=C1C=CC=C2 (1-hydroxybenzotriazole hydrate), C(C)(C)N(C(C)C)CC (N,N-diisopropylethylamine), Cl.CN(CCCN=C=NCC)C (N-(3-dimethylaminopropyl)-N′-ethylcarbodiimide hydrochloride). Solvent: O1CCCC1 (tetrahydrofuran). Run at temperature 40 celsius. Yields the product C(C)(C)(C)OC(=O)N1C(=CC2=CC=CC=C12)C=1C(N(C=C(C1)C(NC=1C=NNC1)=O)COCC[Si](C)(C)C)=O (2-[2-Oxo-5-(1H-pyrazol-4-ylcarbamoyl)-1-(2-trimethylsilanyl-ethoxymethyl)-1,2-dihydro-pyridin-3-yl]-indole-1-carboxylic acid tert-butyl ester). As a reaction SMILES: [C:1]([O:5][C:6]([N:8]1[C:16]2[C:11](=[CH:12][CH:13]=[CH:14][CH:15]=2)[CH:10]=[C:9]1[C:17]1[C:18](=[O:34])[N:19]([CH2:26][O:27][CH2:28][CH2:29][Si:30]([CH3:33])([CH3:32])[CH3:31])[CH:20]=[C:21]([C:23]([OH:25])=O)[CH:22]=1)=[O:7])([CH3:4])([CH3:3])[CH3:2].[NH:35]1[CH:39]=[C:38]([NH2:40])[CH:37]=[N:36]1.O.ON1C2C=CC=CC=2N=N1.C(N(CC)C(C)C)(C)C.Cl.CN(C)CCCN=C=NCC>O1CCCC1>[C:1]([O:5][C:6]([N:8]1[C:16]2[C:11](=[CH:12][CH:13]=[CH:14][CH:15]=2)[CH:10]=[C:9]1[C:17]1[C:18](=[O:34])[N:19]([CH2:26][O:27][CH2:28][CH2:29][Si:30]([CH3:31])([CH3:33])[CH3:32])[CH:20]=[C:21]([C:23](=[O:25])[NH:40][C:38]2[CH:39]=[N:35][NH:36][CH:37]=2)[CH:22]=1)=[O:7])([CH3:2])([CH3:3])[CH3:4] |f:2.3,5.6|. Procedure: To a solution of intermediate (1c), 2-[5-carboxy-2-oxo-1-(2-trimethylsilanyl-ethoxymethyl)-1,2-dihydro-pyridin-3-yl]indole-1-carboxylic acid tert-butyl ester, (3 g, 6.2 mmol) in tetrahydrofuran (100 mL) was added intermediate (2H), 1H-pyrazol-4-ylamine (0.62 g, 7.46 mmol), 1-hydroxybenzotriazole hydrate (1.09 g, 8.07 mmol), N,N-diisopropylethylamine (2.4 g, 3.24 mL, 18.6 mmol) and N-(3-dimethylaminopropyl)-N′-ethylcarbodiimide hydrochloride (1.55 g, 8.07 mmol). The reaction mixture was heated at... Starting materials: OC1=CC=C2C(N=CO2)=C1C(=O)OC (methyl 5-hydroxybenzoxazol-4-carboxylate), O (water), ClC1=NC(=CC(=N1)OC)OC (2-chloro-4,6-dimethoxypyrimidine), C([O-])([O-])=O.[K+].[K+] (potassium carbonate). Solvent: CN(C=O)C (N,N-dimethylformamide). Conditions: temperature 115 celsius, time 2 hour. Yields the product COC1=NC(=NC(=C1)OC)OC1=CC=C2C(N=CO2)=C1C(=O)OC (Methyl 5-(4,6-Dimethoxypyrimidin-2-yl)oxybenzoxazol-4-carboxylate). The yield is 38.9%. Reaction SMILES: [OH:1][C:2]1[C:10]([C:11]([O:13][CH3:14])=[O:12])=[C:6]2[N:7]=[CH:8][O:9][C:5]2=[CH:4][CH:3]=1.Cl[C:16]1[N:21]=[C:20]([O:22][CH3:23])[CH:19]=[C:18]([O:24][CH3:25])[N:17]=1.C(=O)([O-])[O-].[K+].[K+].O>CN(C)C=O>[CH3:25][O:24][C:18]1[CH:19]=[C:20]([O:22][CH3:23])[N:21]=[C:16]([O:1][C:2]2[C:10]([C:11]([O:13][CH3:14])=[O:12])=[C:6]3[N:7]=[CH:8][O:9][C:5]3=[CH:4][CH:3]=2)[N:17]=1 |f:2.3.4|. Reported procedure: A mixture comprising 0.6 g of methyl 5-hydroxybenzoxazol-4-carboxylate, 0.6 g of 2-chloro-4,6-dimethoxypyrimidine and 0.7 g of potassium carbonate in 30 ml of N,N-dimethylformamide, was heated and stirred at 115° C. for two hours. The mixture was returned to room temperature, then poured into water and extracted with ethyl acetate. The organic layer was washed with water, dried over anhydrous sodium sulfate and then concentrated under reduced pressure. The oily substance thereby obtained was pur... The reactants are [Br-], CC[Mg+], CC1(C)C(C(=O)Cl)C1(C)C, [Cl-], [Cl-], Clc1ccc2cc[nH]c2c1, ClCCl, [Zn+2]. Yields the product CC1(C)C(C(=O)c2c[nH]c3cc(Cl)ccc23)C1(C)C. RXN SMILES: [Br-:11].[CH2:12]([Mg+:13])[CH3:14].[CH3:15][C:16]1([CH3:24])[CH:17]([C:21](=[O:22])[Cl:23])[C:18]1([CH3:19])[CH3:20].[Cl-:28].[Cl-:30].[Cl:1][c:2]1[cH:3][cH:4][c:5]2[cH:6][cH:7][nH:8][c:9]2[cH:10]1.[Cl:25][CH2:26][Cl:27].[Zn+2:29]>>[Cl:1][c:2]1[cH:3][cH:4][c:5]2[c:6]([C:21]([CH:17]3[C:16]([CH3:15])([CH3:24])[C:18]3([CH3:19])[CH3:20])=[O:22])[cH:7][nH:8][c:9]2[cH:10]1. Starting materials: [BH4-], CCO, COC(=O)CCCC#CCN1C(=O)CCCC1C=CC(=O)Cc1ccccc1, Cl[Ni]Cl, [H][H], [Na+]. Yields the product COC(=O)CCCC=CCN1C(=O)CCCC1C=CC(=O)Cc1ccccc1. Reaction SMILES: [BH4-:1].[CH3:33][CH2:34][OH:35].[CH3:3][O:4][C:5]([CH2:6][CH2:7][CH2:8][C:9]#[C:10][CH2:11][N:12]1[C:13](=[O:29])[CH2:14][CH2:15][CH2:16][CH:17]1[CH:18]=[CH:19][C:20]([CH2:21][c:22]1[cH:23][cH:24][cH:25][cH:26][cH:27]1)=[O:28])=[O:30].[Cl:36][Ni:37][Cl:38].[H:31][H:32].[Na+:2]>>[CH3:3][O:4][C:5]([CH2:6][CH2:7][CH2:8][CH:9]=[CH:10][CH2:11][N:12]1[C:13](=[O:29])[CH2:14][CH2:15][CH2:16][CH:17]1[CH:18]=[CH:19][C:20]([CH2:21][c:22]1[cH:23][cH:24][cH:25][cH:26][cH:27]1)=[O:28])=[O:30].